From a dataset of the Open Reaction Database (ORD), a public repository of structured organic reaction records. describe an organic reaction: reactants, conditions, products, and yield Starting materials: C1CCOC1 (THF), OC1=CC(=CC=C1)O (1,3-dihyroxybenzene), ClC(CCC1=NN=NN1)C (5-(3-chlorobutyl)tetrazole), [OH-].[Na+] (NaOH). Solvent: CN(C)C=O (DMF), O (water). The product is OC=1C=C(OC(CCC2=NN=NN2)C)C=CC1 (5-[3-(3-Hydroxyphenoxy)Butyl]Tetrazole). As a reaction SMILES: [OH:1][C:2]1[CH:7]=[CH:6][CH:5]=[C:4]([OH:8])[CH:3]=1.Cl[CH:10]([CH3:18])[CH2:11][CH2:12][C:13]1[NH:17][N:16]=[N:15][N:14]=1.[OH-].[Na+].C1COCC1>CN(C=O)C.O>[OH:1][C:2]1[CH:3]=[C:4]([CH:5]=[CH:6][CH:7]=1)[O:8][CH:10]([CH3:18])[CH2:11][CH2:12][C:13]1[NH:17][N:16]=[N:15][N:14]=1 |f:2.3|. Procedure: A mixture of 1.43 g (0.013 mol) 1,3-dihyroxybenzene, 2.1 g (0.013 mol) 5-(3-chlorobutyl)tetrazole and 15 ml (2N, NaOH) in 15 ml DMF and 50 ml THF are stirred overnight at 60° C. bath temperature. The reaction mixture is poured into water and extracted with ether. The ether extract is washed with water, dried and concentrated to dryness under reduced pressure. The residue is passed through a silica gel column using hexane/ethylacetate (3:1) as eluent. Evaporation of eluent gives the tetrazole pro... The reactants are ice, [Cl-].[NH4+] (ammonium chloride), O1CCCC1 (tetrahydrofuran), C[Mg]Br (methyl magnesium bromide), ClC1=CC=C(C=C1)C1(CCC(CC1)=O)N(C)C (4-(p-chlorophenyl)-4-(dimethylamino)cyclohexanone), tertiary alcohol. The solvent is O (water), C(C)OCC (diethyl ether), CCOCC (Et2O), C1=CC=CC=C1 (benzene). Product: ClC1=CC=C(C=C1)C1(CCC(CC1)(O)C)N(C)C (4-(p-Chlorophenyl)-4-(dimethylamino)-1-methylcyclohexan-1-ol). Reaction SMILES: C[Mg]Br.[Cl:4][C:5]1[CH:10]=[CH:9][C:8]([C:11]2([N:18]([CH3:20])[CH3:19])[CH2:16][CH2:15][C:14](=[O:17])[CH2:13][CH2:12]2)=[CH:7][CH:6]=1.O1CCC[CH2:22]1.[Cl-].[NH4+]>CCOCC.C1C=CC=CC=1.O>[Cl:4][C:5]1[CH:6]=[CH:7][C:8]([C:11]2([N:18]([CH3:20])[CH3:19])[CH2:12][CH2:13][C:14]([CH3:22])([OH:17])[CH2:15][CH2:16]2)=[CH:9][CH:10]=1 |f:3.4|. Reported procedure: To an ice-cooled solution of 10 ml. of 3 M methyl magnesium bromide in Et2O is added a solution of 1.25 g. (0.005 mole) of 4-(p-chlorophenyl)-4-(dimethylamino)cyclohexanone in 25 ml. of tetrahydrofuran. The mixture is stirred under nitrogen in the cold for one-half hour and then at room temperature for forty-eight hours. Following ice bath cooling there is added 20 ml. of saturated aqueous ammonium chloride, 10 ml. of water, 10 ml. diethyl ether and 25 ml. benzene. The organic layer is washed wi... The reactants are ClC=1C=C(C(C(=O)O)(C)CCC(=O)O)C=CC1C1CCCCC1 (3-chloro-4-cyclohexyl-α-(2-carboxyethyl)-hydratropic acid). Reaction SMILES: [Cl:1][C:2]1[CH:3]=[C:4]([CH:15]=[CH:16][C:17]=1[CH:18]1[CH2:23][CH2:22][CH2:21][CH2:20][CH2:19]1)[C:5]([CH2:10][CH2:11][C:12](O)=[O:13])([CH3:9])[C:6]([OH:8])=[O:7]>S(=O)(=O)(O)O>[CH3:9][C:5]1([C:6]([OH:8])=[O:7])[C:4]2[C:15](=[CH:16][C:17]([CH:18]3[CH2:19][CH2:20][CH2:21][CH2:22][CH2:23]3)=[C:2]([Cl:1])[CH:3]=2)[C:12](=[O:13])[CH2:11][CH2:10]1. The product is CC1(CCC(C2=CC(=C(C=C12)Cl)C1CCCCC1)=O)C(=O)O (1-methyl-4-oxo-6-cyclohexyl-7-chloro-1,2,3,4-tetrahydronaphthalene-1-carboxylic acid). Yield: 89.3%. Procedure details: With thorough cooling 13.6 g of 3-chloro-4-cyclohexyl-α-(2-carboxyethyl)-hydratropic acid are dissolved in 70 ml of 100% sulfuric acid and the solution is kept over-night at room temperature, then cautiously poured out over ice and the aqueous mixture is extracted with ethyl acetate and the extract is evaporated. The resulting crystals are recrystallized from acetone, to yield 11.5 g of 1-methyl-4-oxo-6-cyclohexyl-7-chloro-1,2,3,4-tetrahydronaphthalene-1-carboxylic acid, melting at 227°-228°C, o... Run in S(O)(O)(=O)=O (sulfuric acid). Starting materials: CC(=O)O, CCO, COC(=O)c1cccc(Nc2cc(Cl)ncn2)c1, Nc1ccc(Oc2ccccc2)cc1. Product: COC(=O)c1cccc(Nc2cc(Nc3ccc(Oc4ccccc4)cc3)ncn2)c1. As a reaction SMILES: [CH3:33][C:34](=[O:35])[OH:36].[CH3:37][CH2:38][OH:39].[Cl:1][c:2]1[cH:3][c:4]([NH:8][c:9]2[cH:10][c:11]([C:12](=[O:13])[O:14][CH3:15])[cH:16][cH:17][cH:18]2)[n:5][cH:6][n:7]1.[O:19]([c:20]1[cH:21][cH:22][cH:23][cH:24][cH:25]1)[c:26]1[cH:27][cH:28][c:29]([NH2:30])[cH:31][cH:32]1>>[c:2]1([NH:30][c:29]2[cH:28][cH:27][c:26]([O:19][c:20]3[cH:21][cH:22][cH:23][cH:24][cH:25]3)[cH:32][cH:31]2)[cH:3][c:4]([NH:8][c:9]2[cH:10][c:11]([C:12](=[O:13])[O:14][CH3:15])[cH:16][cH:17][cH:18]2)[n:5][cH:6][n:7]1. Reaction conditions: temperature 60 celsius. The product is C(C)(C)(C)OC(=O)N1C(=NC(=C1)CCCC(=O)O)N (2-amino-4-(3-carboxy-propyl)-imidazole-1-carboxylic acid tert-butyl ester). Procedure: To a stirring 0° C. solution of amine (0.704 mmol) in anhydrous 1,2-dichloroethane (1 mL) was added drop-wise a 2M solution of AlMe3 in PhCH3 (0.351 mL, 0.704 mmol). The solution was stirred for 10 min before the addition of 2-amino-4-(3-methoxycarbonyl-propyl)-imidazole-1-carboxylic acid tert-butyl ester 18 (100 mg, 0.352 mmol) in several portions. Once dissolution was complete, the reaction was warmed to 60° C. and stirred until completion as evident by TLC analysis. The reaction was then cool... The solvent is ClCCCl (1,2-dichloroethane), ClCCl (dichloromethane). Reactants: C(C)(C)(C)OC(=O)N1C(=NC(=C1)CCCC(=O)OC)N (2-amino-4-(3-methoxycarbonyl-propyl)-imidazole-1-carboxylic acid tert-butyl ester), amine, solution, C[Al](C)C (AlMe3), C1(=CC=CC=C1)C (PhCH3). As a reaction SMILES: C[Al](C)C.C1(C)C=CC=CC=1.[C:12]([O:16][C:17]([N:19]1[CH:23]=[C:22]([CH2:24][CH2:25][CH2:26][C:27]([O:29]C)=[O:28])[N:21]=[C:20]1[NH2:31])=[O:18])([CH3:15])([CH3:14])[CH3:13]>ClCCCl.ClCCl>[C:12]([O:16][C:17]([N:19]1[CH:23]=[C:22]([CH2:24][CH2:25][CH2:26][C:27]([OH:29])=[O:28])[N:21]=[C:20]1[NH2:31])=[O:18])([CH3:15])([CH3:13])[CH3:14]. RXN SMILES: C[O:2][C:3]1[CH:4]=[C:5]([OH:11])[CH:6]=[C:7]([O:9][CH3:10])[CH:8]=1.BrC[C:14]([C:16]1[CH:21]=[CH:20][C:19]([O:22]C)=[CH:18][CH:17]=1)=O>>[OH:22][C:19]1[CH:20]=[CH:21][C:16]([C:14]2[C:6]3=[C:5]([OH:11])[CH:4]=[C:3]([OH:2])[CH:8]=[C:7]3[O:9][CH:10]=2)=[CH:17][CH:18]=1. Isolated yield 38.0%. Starting materials: COC=1C=C(C=C(C1)OC)O (3,5-dimethoxyphenol), BrCC(=O)C1=CC=C(C=C1)OC (2-bromo-1-(4-methoxyphenyl)ethanone). Yields the product OC1=CC=C(C=C1)C1=COC=2C1=C(C=C(C2)O)O (3-(4-hydroxyphenyl)-1-benzofuran-4,6-diol). Procedure: This compound was prepared using Method B from 3,5-dimethoxyphenol and 2-bromo-1-(4-methoxyphenyl)ethanone: Yield 38% following procedures B.2, B.3 and B.5; m.p. 220° C. (dec.); IR 3460, 3373, 2914, 1635, 1518, 1229, 1133, 1055 cm−1; 1H-NMR (500 MHz, δ ppm, DMSO-d6) 9.75 (s, 1H), 9.36 (s, 1H), 9.33 (s, 1H), 7.62 (s, 1H), 7.46 (d, J=8.5 Hz, 2H), 6.75 (d, J=8.5 Hz, 2H), 6.37 (d, J=1.7 Hz, 1H), 6.21 (d, J=1.6 Hz, 1H); 13C-NMR (126 MHz, δ ppm, CD3OD) 160.2, 157.7, 157.5, 153.6, 139.7, 131.4, 125.4, ... Reactants: COCCOCCOC, COC(OC)c1ccc(F)c(Br)c1, [Na+], [O-]c1ccccc1. Product: COC(OC)c1ccc(F)c(Oc2ccccc2)c1. Reaction SMILES: [CH3:22][O:23][CH2:24][CH2:25][O:26][CH2:27][CH2:28][O:29][CH3:30].[CH3:9][O:10][CH:11]([c:12]1[cH:13][c:14]([Br:19])[c:15]([F:18])[cH:16][cH:17]1)[O:20][CH3:21].[Na+:1].[O-:2][c:3]1[cH:4][cH:5][cH:6][cH:7][cH:8]1>>[O:2]([c:3]1[cH:4][cH:5][cH:6][cH:7][cH:8]1)[c:14]1[cH:13][c:12]([CH:11]([O:10][CH3:9])[O:20][CH3:21])[cH:17][cH:16][c:15]1[F:18]. Starting materials: [OH-].[Na+] (sodium hydroxide), C(C)#N (acetonitrile), C(C)(C)(C)OC(N(C)C1=C(C=C(C(=C1)F)F)N(C)C(=O)C=1C=NC=CC1OC1=C(C=CC(=C1)Cl)Cl)=O ((2-{[4-(2,5-dichloro-phenoxy)-pyridine-3-carbonyl]-methyl-amino}-4,5-difluoro-phenyl)-methyl-carbamic acid tert-butyl ester). Run in Cl (hydrochloric acid). Product: ClC1=C(OC2=CC=NC=C2C(=O)N(C)C2=C(C=C(C(=C2)F)F)NC)C=C(C=C1)Cl (4-(2,5-Dichloro-phenoxy)-N-(4,5-difluoro-2-methylamino-phenyl)-N-methyl-nicotinamide). The yield is 22.1%. RXN SMILES: C(O[C:6](=O)[N:7]([C:9]1[CH:14]=[C:13]([F:15])[C:12]([F:16])=[CH:11][C:10]=1[N:17]([C:19]([C:21]1[CH:22]=[N:23][CH:24]=[CH:25][C:26]=1[O:27][C:28]1[CH:33]=[C:32]([Cl:34])[CH:31]=[CH:30][C:29]=1[Cl:35])=[O:20])[CH3:18])C)(C)(C)C.[OH-].[Na+].C(#N)C>Cl>[Cl:35][C:29]1[CH:30]=[CH:31][C:32]([Cl:34])=[CH:33][C:28]=1[O:27][C:26]1[C:21]([C:19]([N:17]([C:10]2[CH:11]=[C:12]([F:16])[C:13]([F:15])=[CH:14][C:9]=2[NH:7][CH3:6])[CH3:18])=[O:20])=[CH:22][N:23]=[CH:24][CH:25]=1 |f:1.2|. Procedure details: A solution of 100 mg (0.186 mmol) (2-{[4-(2,5-dichloro-phenoxy)-pyridine-3-carbonyl]-methyl-amino}-4,5-difluoro-phenyl)-methyl-carbamic acid tert-butyl ester in 1.5 mL 1M aqueous hydrochloric acid was stirred for 4 hours at 90° C. The reaction mixture was cooled down to room temperature and 2 mL 1M aqueous sodium hydroxide solution and 1 mL acetonitrile were added. The light yellow solution was directly purified by preparative HPLC (Phenomenex Gemini column) with a gradient of acetonitrile:water...